From a dataset of the Open Reaction Database (ORD), a public repository of structured organic reaction records. describe an organic reaction: reactants, conditions, products, and yield Reactants: O1C(=CC=C1)C1=NOC(=N1)C1=CC=C(C=C1)[N+](=O)[O-] (3-(2-furyl)-5-(4-nitrophenyl)-1,2,4-oxadiazole), Cl (HCl), C(=O)([O-])[O-].[K+].[K+] (K2CO3). The reagents and catalysts are [Pd] (Pd on carbon). Solvent: alcohol. Yields the product O1C(=CC=C1)C1=NOC(=N1)C1=CC=C(C=C1)N (3-(2-Furyl)-5-(4-aminophenyl)-1,2,4-oxadiazole). Reaction SMILES: [O:1]1[CH:5]=[CH:4][CH:3]=[C:2]1[C:6]1[N:10]=[C:9]([C:11]2[CH:16]=[CH:15][C:14]([N+:17]([O-])=O)=[CH:13][CH:12]=2)[O:8][N:7]=1.Cl.C([O-])([O-])=O.[K+].[K+]>[Pd]>[O:1]1[CH:5]=[CH:4][CH:3]=[C:2]1[C:6]1[N:10]=[C:9]([C:11]2[CH:16]=[CH:15][C:14]([NH2:17])=[CH:13][CH:12]=2)[O:8][N:7]=1 |f:2.3.4|. Procedure details: A suspension of 3-(2-furyl)-5-(4-nitrophenyl)-1,2,4-oxadiazole (8.0 g, 0.03 mole) in 200 ml of absolute alcohol containing 5.2 ml of concentrated HCl is hydrogenated using 0.5 g of 5% Pd on carbon as catalyst. The solid obtained is slurried with saturated K2CO3 solution and extracted with CHCl3. Evaporation of the CHCl3 in vacuo gives the amine, 5.1 g (72%), m.p. 183°-185°. Starting materials: O=C1CCC(=O)N1Br, CC(=O)Nc1ccc(C(C)=O)c(OCc2ccccc2)c1, ClCCl, CN(C)C=O. Yields the product CC(=O)Nc1cc(OCc2ccccc2)c(C(C)=O)cc1Br. Reaction SMILES: [Br:1][N:2]1[C:3](=[O:4])[CH2:5][CH2:6][C:7]1=[O:8].[C:9]([CH3:10])(=[O:11])[c:12]1[c:13]([O:22][CH2:23][c:24]2[cH:25][cH:26][cH:27][cH:28][cH:29]2)[cH:14][c:15]([NH:18][C:19]([CH3:20])=[O:21])[cH:16][cH:17]1.[Cl:35][CH2:36][Cl:37].[O:30]=[CH:31][N:32]([CH3:33])[CH3:34]>>[Br:1][c:16]1[c:15]([NH:18][C:19]([CH3:20])=[O:21])[cH:14][c:13]([O:22][CH2:23][c:24]2[cH:25][cH:26][cH:27][cH:28][cH:29]2)[c:12]([C:9]([CH3:10])=[O:11])[cH:17]1. Starting materials: CO, CCCS(=O)(=O)c1ccc(C)cc1[N+](=O)[O-], [H][H]. Product: CCCS(=O)(=O)c1ccc(C)cc1N. As a reaction SMILES: [CH3:19][OH:20].[CH3:1][c:2]1[cH:3][c:4]([N+:14]([O-:15])=[O:16])[c:5]([S:8](=[O:9])(=[O:10])[CH2:11][CH2:12][CH3:13])[cH:6][cH:7]1.[H:17][H:18]>>[CH3:1][c:2]1[cH:3][c:4]([NH2:14])[c:5]([S:8](=[O:9])(=[O:10])[CH2:11][CH2:12][CH3:13])[cH:6][cH:7]1. Starting materials: [K+].[N+](=O)([O-])C=1C=C(C=C(C1Cl)[N+](=O)[O-])S(=O)(=O)[O-] (3,5-dinitro-4-chlorobenzenesulfonic acid potassium salt), P(=O)(Cl)(Cl)Cl (phosphorus oxychloride). The solvent is C(C)#N (acetonitrile), C1CCCS1(=O)=O (tetramethylenesulfone). Product: [N+](=O)([O-])C=1C=C(C=C(C1Cl)[N+](=O)[O-])S(=O)(=O)Cl (3,5-dinitro-4-chlorobenzenesulfonic acid chloride). RXN SMILES: [K+].[N+:2]([C:5]1[CH:6]=[C:7]([S:15]([O-:18])(=O)=[O:16])[CH:8]=[C:9]([N+:12]([O-:14])=[O:13])[C:10]=1[Cl:11])([O-:4])=[O:3].P(Cl)(Cl)([Cl:21])=O>C(#N)C.C1S(=O)(=O)CCC1>[N+:2]([C:5]1[CH:6]=[C:7]([S:15]([Cl:21])(=[O:18])=[O:16])[CH:8]=[C:9]([N+:12]([O-:14])=[O:13])[C:10]=1[Cl:11])([O-:4])=[O:3] |f:0.1|. Reported procedure: 760 g (2 moles) 3,5-dinitro-4-chlorobenzenesulfonic acid potassium salt (approx. 85%) and 614 g (4 moles) phosphorus oxychloride were reacted as in Example 1(a) in 800 ml acetonitrile and 800 ml tetramethylenesulfone. The reactants are Cc1ccccc1, Cc1cccc(C)c1N, O=C(Cl)Cl. Yields the product Cc1cccc(C)c1N=C=O. As a reaction SMILES: [CH3:14][c:15]1[cH:16][cH:17][cH:18][cH:19][cH:20]1.[CH3:1][c:2]1[c:3]([NH2:4])[c:5]([CH3:9])[cH:6][cH:7][cH:8]1.[Cl:10][C:11]([Cl:12])=[O:13]>>[CH3:1][c:2]1[c:3]([N:4]=[C:11]=[O:13])[c:5]([CH3:9])[cH:6][cH:7][cH:8]1. Starting materials: C(C)(C)[Mg]Cl (isopropylmagnesium chloride), C1(=CC=CC=C1)C12CCC(CC1)(CC2)C(=O)OCC (ethyl 1-phenylbicyclo[2.2.2]octane-4-carboxylate), C1(=CC=CC=C1)C12CCC(CC1)(CC2)C(=O)OCC (ethyl 1-phenylbicyclo[2.2.2]octane-4-carboxylate), Cl.CNOC (N,O-dimethylhydroxylamine hydrochloride). The solvent is C1CCOC1 (THF). Conditions: temperature -20 celsius, time 1 hour. Yields the product CON(C(=O)C12CCC(CC1)(CC2)C2=CC=CC=C2)C (N-methoxy-N-methyl-1-phenylbicyclo[2.2.2]octane-4-carboxamide). The yield is 54.5%. Reaction SMILES: [C:1]1([C:7]23[CH2:14][CH2:13][C:10]([C:15](OCC)=[O:16])([CH2:11][CH2:12]2)[CH2:9][CH2:8]3)[CH:6]=[CH:5][CH:4]=[CH:3][CH:2]=1.Cl.[CH3:21][NH:22][O:23][CH3:24].C([Mg]Cl)(C)C>C1COCC1>[CH3:24][O:23][N:22]([CH3:21])[C:15]([C:10]12[CH2:11][CH2:12][C:7]([C:1]3[CH:2]=[CH:3][CH:4]=[CH:5][CH:6]=3)([CH2:14][CH2:13]1)[CH2:8][CH2:9]2)=[O:16] |f:1.2|. Reported procedure: To a mixture of ethyl 1-phenylbicyclo[2.2.2]octane-4-carboxylate (Intermediate 4; 15 g, 58.06 mmol) and N,O-dimethylhydroxylamine hydrochloride (8.87 g, 89.99 mmol) in anhydrous THF (130 mL) cooled to −20° C. was added isopropylmagnesium chloride (2M solution in THF; 87 mL) dropwise over 30 mins maintaining the internal temp at −10° C. The mixture was stirred at −10° C. for 1 hr and then quenched by adding 20% ammonium chloride solution. The mixture was extracted into EtOAc (2×200 mL), the organ... The product is CC(C)(C)C(=O)Nc1cccc(COCCC(F)(F)F)n1. The reactants are C1CCOC1, CC(C)(C)C(=O)Nc1cccc(CCl)n1, OCCC(F)(F)F, [H-], [Na+]. RXN SMILES: [CH2:25]1[O:26][CH2:27][CH2:28][CH2:29]1.[Cl:10][CH2:11][c:12]1[cH:13][cH:14][cH:15][c:16]([NH:18][C:19]([C:20]([CH3:21])([CH3:22])[CH3:23])=[O:24])[n:17]1.[F:1][C:2]([CH2:3][CH2:4][OH:5])([F:6])[F:7].[H-:8].[Na+:9]>>[F:1][C:2]([CH2:3][CH2:4][O:5][CH2:11][c:12]1[cH:13][cH:14][cH:15][c:16]([NH:18][C:19]([C:20]([CH3:21])([CH3:22])[CH3:23])=[O:24])[n:17]1)([F:6])[F:7]. Starting materials: amine, BrC=1C=CC(=C(C#N)C1)F (5-bromo-2-fluorobenzonitrile), BrC=1C=CC(=C(C#N)C1)F (5-bromo-2-fluorobenzonitrile), FC(C1=CC=C(C=N1)[C@@H](C)NC=1C2=C(N=CN1)CCNC2)(F)F ((R)—N-(1-(6-(trifluoromethyl)pyridin-3-yl)ethyl)-5,6,7,8-tetrahydropyrido[4,3-d]pyrimidin-4-amine), BrC=1C=CC(=C(C#N)C1)F (5-bromo-2-fluorobenzonitrile), C(C)(C)N(C(C)C)CC (N,N-diisopropylethylamine). Run in C(C)#N (acetonitrile). Product: BrC=1C=CC(=C(C#N)C1)N1CC2=C(N=CN=C2N[C@H](C)C=2C=NC(=CC2)C(F)(F)F)CC1 ((R)-5-Bromo-2-(4-(1-(6-(trifluoromethyl)pyridin-3-yl)ethylamino)-7,8-dihydropyrido[4,3-d]pyrimidin-6(5H)-yl)benzonitrile). Isolated yield 54.5%. RXN SMILES: [F:1][C:2]([F:23])([F:22])[C:3]1[N:8]=[CH:7][C:6]([C@H:9]([NH:11][C:12]2[C:13]3[CH2:21][NH:20][CH2:19][CH2:18][C:14]=3[N:15]=[CH:16][N:17]=2)[CH3:10])=[CH:5][CH:4]=1.[Br:24][C:25]1[CH:26]=[CH:27][C:28](F)=[C:29]([CH:32]=1)[C:30]#[N:31].C(N(CC)C(C)C)(C)C>C(#N)C>[Br:24][C:25]1[CH:26]=[CH:27][C:28]([N:20]2[CH2:19][CH2:18][C:14]3[N:15]=[CH:16][N:17]=[C:12]([NH:11][C@@H:9]([C:6]4[CH:7]=[N:8][C:3]([C:2]([F:1])([F:22])[F:23])=[CH:4][CH:5]=4)[CH3:10])[C:13]=3[CH2:21]2)=[C:29]([CH:32]=1)[C:30]#[N:31]. Procedure: A mixture of (R)—N-(1-(6-(trifluoromethyl)pyridin-3-yl)ethyl)-5,6,7,8-tetrahydropyrido[4,3-d]pyrimidin-4-amine (300 mg, 0.93 mmol), 5-bromo-2-fluorobenzonitrile (560 mg, 2.8 mmol), N,N-diisopropylethylamine (480 μL, 2.8 mmol), and acetonitrile (4 mL) was subjected to microwave irradiation at 180° C. for 2 h. More 5-bromo-2-fluorobenzonitrile (500 mg) was added and the mixture was subjected to microwave irradiation at 180° C. for another 2 h. Additional 5-bromo-2-fluorobenzonitrile (500 mg) was a...